Dataset: the Open Reaction Database (ORD), a public repository of structured organic reaction records. Task: describe an organic reaction: reactants, conditions, products, and yield Yield: 73.6%. Reactants: OC=1C(=C(C2=C(CCC(O2)(CCO)C)C1C)C)C (3,4-dihydro-6-hydroxy-2,5,7,8-tetramethyl-2H-1-benzopyran-2-ethanol), C1(=CC=CC=C1)P(C1=CC=CC=C1)C1=CC=CC=C1 (triphenylphosphine), BrBr (bromine). Yields the product BrCCC1(OC2=C(CC1)C(=C(C(=C2C)C)O)C)C (3,4-dihydro-2-(2-bromoethyl)-2,5,7,8-tetramethyl-2H-1-benzopyran-6-ol). Solvent: ClCCl (dichloromethane), ClCCl (dichloromethane). RXN SMILES: C1(P(C2C=CC=CC=2)C2C=CC=CC=2)C=CC=CC=1.[Br:20]Br.[OH:22][C:23]1[C:24]([CH3:39])=[C:25]([CH3:38])[C:26]2[O:31][C:30]([CH3:35])([CH2:32][CH2:33]O)[CH2:29][CH2:28][C:27]=2[C:36]=1[CH3:37]>ClCCl>[Br:20][CH2:33][CH2:32][C:30]1([CH3:35])[CH2:29][CH2:28][C:27]2[C:36]([CH3:37])=[C:23]([OH:22])[C:24]([CH3:39])=[C:25]([CH3:38])[C:26]=2[O:31]1. Reported procedure: To 11.0 g (0.042 mol) of triphenylphosphine in 200 ml of dichloromethane is added dropwise a solution of 6.71 g (0.042 mol) of bromine in 50 ml of dichloromethane. The solution is stirred for 30 min at room temperature, then 10.0 g (0.04 mol) of 3,4-dihydro-6-hydroxy-2,5,7,8-tetramethyl-2H-1-benzopyran-2-ethanol (CAS 79907-48-5) is added. The resulting solution is refluxed for 4 hours, allowed to cool overnight, washed with a solution of 15 g of sodium carbonate in 200 ml of water, dried over an... Conditions: time 30 minute. Starting materials: C(C)(C)(C)OC(=O)N1CCCC2=CC(=CC=C12)OCC=CCBr (6-(4-Bromo-but-2-enyloxy)-3,4-dihydro-2H-quinoline-1-carboxylic acid tert-butyl ester), C(C=C)NC (N-allyl-methylamine). Yields the product C(C)(C)(C)OC(=O)N1CCCC2=CC(=CC=C12)OCC=CCN(C)CC=C (6-[4-(Allyl-methyl-amino)-but-2-enyloxy]-3,4-dihydro-2H-quinoline-1-carboxylic acid tert-butyl ester). As a reaction SMILES: [C:1]([O:5][C:6]([N:8]1[C:17]2[C:12](=[CH:13][C:14]([O:18][CH2:19][CH:20]=[CH:21][CH2:22]Br)=[CH:15][CH:16]=2)[CH2:11][CH2:10][CH2:9]1)=[O:7])([CH3:4])([CH3:3])[CH3:2].[CH2:24]([NH:27][CH3:28])[CH:25]=[CH2:26]>>[C:1]([O:5][C:6]([N:8]1[C:17]2[C:12](=[CH:13][C:14]([O:18][CH2:19][CH:20]=[CH:21][CH2:22][N:27]([CH2:24][CH:25]=[CH2:26])[CH3:28])=[CH:15][CH:16]=2)[CH2:11][CH2:10][CH2:9]1)=[O:7])([CH3:4])([CH3:3])[CH3:2]. Procedure details: In analogy to example 2.6, 6-(4-Bromo-but-2-enyloxy)-3,4-dihydro-2H-quinoline-1-carboxylic acid tert-butyl ester and N-allyl-methylamine were converted to yield 6-[4-(Allyl-methyl-amino)-but-2-enyloxy]-3,4-dihydro-2H-quinoline-1-carboxylic acid tert-butyl ester as colorless oil, MS: 373 (MH+). As a reaction SMILES: [Cl:1][C:2]1[CH:3]=[C:4]([C:12]2[S:16][C:15]([C:17]3[C:18]([CH2:26][CH3:27])=[C:19]([CH2:23][CH:24]=O)[CH:20]=[CH:21][CH:22]=3)=[N:14][N:13]=2)[CH:5]=[CH:6][C:7]=1[O:8][CH:9]([CH3:11])[CH3:10].[NH:28]1[CH2:33][CH2:32][CH:31]([C:34]([O:36][CH2:37][CH3:38])=[O:35])[CH2:30][CH2:29]1.C([O-])(=O)C.[Na+].C(O[BH-](OC(=O)C)OC(=O)C)(=O)C.[Na+]>C(O)C.ClCCl.O.CC(O)=O>[Cl:1][C:2]1[CH:3]=[C:4]([C:12]2[S:16][C:15]([C:17]3[C:18]([CH2:26][CH3:27])=[C:19]([CH2:23][CH2:24][N:28]4[CH2:33][CH2:32][CH:31]([C:34]([O:36][CH2:37][CH3:38])=[O:35])[CH2:30][CH2:29]4)[CH:20]=[CH:21][CH:22]=3)=[N:14][N:13]=2)[CH:5]=[CH:6][C:7]=1[O:8][CH:9]([CH3:11])[CH3:10] |f:2.3,4.5|. The product is ClC=1C=C(C=CC1OC(C)C)C1=NN=C(S1)C=1C(=C(C=CC1)CCN1CCC(CC1)C(=O)OCC)CC (ethyl 1-{2-[3-(5-{3-chloro-4-[(1-methylethyl)oxy]phenyl}-1,3,4-thiadiazol-2-yl)-2-ethylphenyl]ethyl}-4-piperidinecarboxylate). Yield: 70.1%. Solvent: CC(=O)O (AcOH), O (Water), C(C)O (ethanol), ClCCl (dichloromethane). Procedure: To a solution of [3-(5-{3-chloro-4-[(1-methylethyl)oxy]phenyl}-1,3,4-thiadiazol-2-yl)-2-ethylphenyl]acetaldehyde (D15) (97 mg) and ethyl 4-piperidinecarboxylate (234 mg) in ethanol (10.00 mL) stirred at room temperature was added sodium acetate (99 mg) and AcOH (0.069 mL). The reaction mixture was stirred at room temperature for 10 min. The residue was dissolved in dichloromethane (DCM) (10 mL), and sodium triacetoxyborohydride (154 mg) was added. Stirring continued for overnight. Water was adde... The reactants are C(C)(=O)O[BH-](OC(C)=O)OC(C)=O.[Na+] (sodium triacetoxyborohydride), C(C)(=O)[O-].[Na+] (sodium acetate), ClC=1C=C(C=CC1OC(C)C)C1=NN=C(S1)C=1C(=C(C=CC1)CC=O)CC ([3-(5-{3-chloro-4-[(1-methylethyl)oxy]phenyl}-1,3,4-thiadiazol-2-yl)-2-ethylphenyl]acetaldehyde), N1CCC(CC1)C(=O)OCC (ethyl 4-piperidinecarboxylate). Run at time 10 minute. Starting materials: C(C)(C)(C)OC(NCC1(CCCCC1)CN1CCN(CC1)CC1=CC=CC=C1)=O (tert-butyl[1-[(4-benzyl-1-piperazinyl)methyl]cyclohexyl]methylcarbamate), [H-].[K+] (potassium hydride), O (Water), C(C)I (Ethyliodide). Solvent: CN(C=O)C (dimethylformamide). Reaction conditions: time 30 minute. Product: C(C)(C)(C)OC(N(CC)CC1(CCCCC1)CN1CCN(CC1)CC1=CC=CC=C1)=O (tert-Butyl[1-[(4-benzyl-1-piperazinyl)methyl]cyclohexyl]methyl(ethyl)carbamate). Reaction SMILES: [C:1]([O:5][C:6](=[O:29])[NH:7][CH2:8][C:9]1([CH2:15][N:16]2[CH2:21][CH2:20][N:19]([CH2:22][C:23]3[CH:28]=[CH:27][CH:26]=[CH:25][CH:24]=3)[CH2:18][CH2:17]2)[CH2:14][CH2:13][CH2:12][CH2:11][CH2:10]1)([CH3:4])([CH3:3])[CH3:2].[H-].[K+].[CH2:32](I)[CH3:33].O>CN(C)C=O>[C:1]([O:5][C:6](=[O:29])[N:7]([CH2:8][C:9]1([CH2:15][N:16]2[CH2:17][CH2:18][N:19]([CH2:22][C:23]3[CH:24]=[CH:25][CH:26]=[CH:27][CH:28]=3)[CH2:20][CH2:21]2)[CH2:14][CH2:13][CH2:12][CH2:11][CH2:10]1)[CH2:32][CH3:33])([CH3:4])([CH3:2])[CH3:3] |f:1.2|. Reported procedure: To a solution of tert-butyl[1-[(4-benzyl-1-piperazinyl)methyl]cyclohexyl]methylcarbamate (770 mg/1.92 mmol) in dimethylformamide (10 ml) was added potassium hydride (157 mg/3.84 mmol) at 0° C. and the resulting solution was stirred for 30 minutes at the same temperature. Ethyliodide (0.46 ml/5.76 mmol) was added to the solution and the resulting mixture was stirred for 6 hours at ambient temperature Water (20 ml) was added for quenching and the mixture was extracted with ethyl acetate (100 ml). ... Starting materials: [N+](=O)([O-])[O-].[NH4+] (ammonium nitrate), C(#N)CCNC([C@@H](CC1=NN(C(=C1)C1=CC(=C(C=C1)Cl)Cl)C1=CC=C(C=C1)OC)C=1C=C(C=CC1)C)=O ((S)-N-(2-cyano-ethyl)-3-[5-(3,4-dichloro-phenyl)-1-(4-methoxy-phenyl)-1H-pyrazol-3-yl]-2-m-tolyl-propionamide), C1(=CC=CC=C1)P(C1=CC=CC=C1)C1=CC=CC=C1 (triphenyl phosphine), C[Si](C)(C)N=[N+]=[N-] (trimethylsilyl azide), N(=NC(=O)OC(C)C)C(=O)OC(C)C (diisopropyl azodicarboxylate), N(=O)[O-].[Na+] (sodium nitrite). The solvent is O (water), O (water), C(C)#N (Acetonitrile), O (water). Yields the product ClC=1C=C(C=CC1Cl)C1=CC(=NN1C1=CC=C(C=C1)OC)C[C@@H](C=1C=C(C=CC1)C)C1=NN=NN1CCC#N (3-(5-{(S)-2-[5-(3,4-Dichloro-phenyl)-1-(4-methoxy-phenyl)-1H-pyrazol-3-yl]-1-m-tolyl-ethyl}-tetrazol-1-yl)-propionitrile). Yield: 50.1%. Reaction SMILES: [C:1]([CH2:3][CH2:4][NH:5][C:6](=O)[C@H:7]([C:30]1[CH:31]=[C:32]([CH3:36])[CH:33]=[CH:34][CH:35]=1)[CH2:8][C:9]1[CH:13]=[C:12]([C:14]2[CH:19]=[CH:18][C:17]([Cl:20])=[C:16]([Cl:21])[CH:15]=2)[N:11]([C:22]2[CH:27]=[CH:26][C:25]([O:28][CH3:29])=[CH:24][CH:23]=2)[N:10]=1)#[N:2].C1(P(C2C=CC=CC=2)C2C=CC=CC=2)C=CC=CC=1.N(C(OC(C)C)=O)=NC(OC(C)C)=O.C[Si]([N:75]=[N+:76]=[N-:77])(C)C.N([O-])=O.[Na+].[N+]([O-])([O-])=O.[NH4+]>O.C(#N)C>[Cl:21][C:16]1[CH:15]=[C:14]([C:12]2[N:11]([C:22]3[CH:27]=[CH:26][C:25]([O:28][CH3:29])=[CH:24][CH:23]=3)[N:10]=[C:9]([CH2:8][C@H:7]([C:6]3[N:5]([CH2:4][CH2:3][C:1]#[N:2])[N:77]=[N:76][N:75]=3)[C:30]3[CH:31]=[C:32]([CH3:36])[CH:33]=[CH:34][CH:35]=3)[CH:13]=2)[CH:19]=[CH:18][C:17]=1[Cl:20] |f:4.5,6.7|. Reported procedure: A 3-neck round-bottom flask was charged with (S)-N-(2-cyano-ethyl)-3-[5-(3,4-dichloro-phenyl)-1-(4-methoxy-phenyl)-1H-pyrazol-3-yl]-2-m-tolyl-propionamide (4.0 g, 7.5 mmol, 1.0 equiv) and triphenyl phosphine (4.91 g, 18.8 mmol, 2.5 equiv) under nitrogen. Acetonitrile was added, and the mixture was stirred at room temperature until all of the solids dissolved. The solution was then cooled to 0° C., and diisopropyl azodicarboxylate (3.79 mL, 18.8 mmol, 2.5 equiv) was added slowly via syringe. Afte... The solvent is Cl (hydrochloric acid). Product: C(C)(C)OC1=NN(C=C1CCC(=O)O)CC1=CC=C(C=C1)OCC=1N=C(OC1C)C1=CC=CC=C1 (3-[3-isopropoxy-1-[4-(5-methyl-2-phenyl-4-oxazolylmethoxy)benzyl]-1H-pyrazol-4-yl]propionic acid). The reactants are C(C)(C)OC1=NN(C=C1CCC(=O)OCC)CC1=CC=C(C=C1)OCC=1N=C(OC1C)C1=CC=CC=C1 (ethyl 3-[3-isopropoxy-1-[4-(5-methyl-2-phenyl-4-oxazolylmethoxy)benzyl]-1H-pyrazole-4-yl]propionate), [OH-].[Na+] (sodium hydroxide), O1CCCC1 (tetrahydrofuran), C(C)O (ethanol). Isolated yield 91.0%. As a reaction SMILES: [CH:1]([O:4][C:5]1[C:9]([CH2:10][CH2:11][C:12]([O:14]CC)=[O:13])=[CH:8][N:7]([CH2:17][C:18]2[CH:23]=[CH:22][C:21]([O:24][CH2:25][C:26]3[N:27]=[C:28]([C:32]4[CH:37]=[CH:36][CH:35]=[CH:34][CH:33]=4)[O:29][C:30]=3[CH3:31])=[CH:20][CH:19]=2)[N:6]=1)([CH3:3])[CH3:2].[OH-].[Na+].O1CCCC1.C(O)C>Cl>[CH:1]([O:4][C:5]1[C:9]([CH2:10][CH2:11][C:12]([OH:14])=[O:13])=[CH:8][N:7]([CH2:17][C:18]2[CH:23]=[CH:22][C:21]([O:24][CH2:25][C:26]3[N:27]=[C:28]([C:32]4[CH:33]=[CH:34][CH:35]=[CH:36][CH:37]=4)[O:29][C:30]=3[CH3:31])=[CH:20][CH:19]=2)[N:6]=1)([CH3:3])[CH3:2] |f:1.2|. Run at time 1 hour. Procedure details: A mixture of ethyl 3-[3-isopropoxy-1-[4-(5-methyl-2-phenyl-4-oxazolylmethoxy)benzyl]-1H-pyrazole-4-yl]propionate (440 mg), 1 N aqueous sodium hydroxide solution (5 ml), tetrahydrofuran (5 ml), and ethanol (5 ml) was stirred at room temperature for one hour, diluted with 1 N hydrochloric acid (5 ml), and extracted with ethyl acetate. The ethyl acetate layer was washed with saturated aqueous sodium chloride solution, dried (MgSO4), and concentrated. The obtained colorless crystals were collected b... The product is CC(C)(C)OC(=O)C(CCC(N)=O)N1Cc2c(OCc3ccc(C4CCN(C(=O)OC(C)(C)C)CC4)cc3)cccc2C1=O. The reactants are C1CCOC1, CC(C)(C)OC(=O)C(CCC(N)=O)N1Cc2c(O)cccc2C1=O, CC(C)OC(=O)N=NC(=O)OC(C)C, CC(C)(C)OC(=O)N1CCC(c2ccc(CO)cc2)CC1, c1ccc(P(c2ccccc2)c2ccccc2)cc1. As a reaction SMILES: [CH2:79]1[O:80][CH2:81][CH2:82][CH2:83]1.[NH2:1][C:2]([CH2:3][CH2:4][CH:5]([C:6](=[O:7])[O:8][C:9]([CH3:10])([CH3:11])[CH3:12])[N:13]1[C:14](=[O:23])[c:15]2[cH:16][cH:17][cH:18][c:19]([OH:22])[c:20]2[CH2:21]1)=[O:24].[O:44]=[C:45]([O:46][CH:47]([CH3:48])[CH3:49])[N:50]=[N:51][C:52]([O:53][CH:54]([CH3:55])[CH3:56])=[O:57].[OH:58][CH2:59][c:60]1[cH:61][cH:62][c:63]([CH:66]2[CH2:67][CH2:68][N:69]([C:72](=[O:73])[O:74][C:75]([CH3:76])([CH3:77])[CH3:78])[CH2:70][CH2:71]2)[cH:64][cH:65]1.[c:25]1([P:26]([c:27]2[cH:28][cH:29][cH:30][cH:31][cH:32]2)[c:33]2[cH:34][cH:35][cH:36][cH:37][cH:38]2)[cH:39][cH:40][cH:41][cH:42][cH:43]1>>[NH2:1][C:2]([CH2:3][CH2:4][CH:5]([C:6](=[O:7])[O:8][C:9]([CH3:10])([CH3:11])[CH3:12])[N:13]1[C:14](=[O:23])[c:15]2[cH:16][cH:17][cH:18][c:19]([O:22][CH2:59][c:60]3[cH:61][cH:62][c:63]([CH:66]4[CH2:67][CH2:68][N:69]([C:72](=[O:73])[O:74][C:75]([CH3:76])([CH3:77])[CH3:78])[CH2:70][CH2:71]4)[cH:64][cH:65]3)[c:20]2[CH2:21]1)=[O:24]. The reactants are Cl (hydrochloric acid), COC=1C=C(C=C(C1OC)OC)C1=CC=C(C(=O)N2CCC(CC2)CN2CCN(CC2)CC2CCN(CC2)C(C2=CC=C(C=C2)C2=CC(=C(C(=C2)OC)OC)OC)=O)C=C1 (1,4-bis[[1-[4-(3,4,5-trimethoxyphenyl)benzoyl]-4-piperidinyl]methyl]piperazine). Run in C(C)O (ethanol). Product: Cl.Cl.COC=1C=C(C=C(C1OC)OC)C1=CC=C(C(=O)N2CCC(CC2)CN2CCN(CC2)CC2CCN(CC2)C(C2=CC=C(C=C2)C2=CC(=C(C(=C2)OC)OC)OC)=O)C=C1 (1,4-bis[[1-[4-(3,4,5-Trimethoxyphenyl)benzoyl]-4-piperidinyl]methyl]piperazine Dihydrochloride). RXN SMILES: [ClH:1].[CH3:2][O:3][C:4]1[CH:5]=[C:6]([C:14]2[CH:61]=[CH:60][C:17]([C:18]([N:20]3[CH2:25][CH2:24][CH:23]([CH2:26][N:27]4[CH2:32][CH2:31][N:30]([CH2:33][CH:34]5[CH2:39][CH2:38][N:37]([C:40](=[O:59])[C:41]6[CH:46]=[CH:45][C:44]([C:47]7[CH:52]=[C:51]([O:53][CH3:54])[C:50]([O:55][CH3:56])=[C:49]([O:57][CH3:58])[CH:48]=7)=[CH:43][CH:42]=6)[CH2:36][CH2:35]5)[CH2:29][CH2:28]4)[CH2:22][CH2:21]3)=[O:19])=[CH:16][CH:15]=2)[CH:7]=[C:8]([O:12][CH3:13])[C:9]=1[O:10][CH3:11]>C(O)C>[ClH:1].[ClH:1].[CH3:58][O:57][C:49]1[CH:48]=[C:47]([C:44]2[CH:43]=[CH:42][C:41]([C:40]([N:37]3[CH2:36][CH2:35][CH:34]([CH2:33][N:30]4[CH2:29][CH2:28][N:27]([CH2:26][CH:23]5[CH2:22][CH2:21][N:20]([C:18](=[O:19])[C:17]6[CH:16]=[CH:15][C:14]([C:6]7[CH:5]=[C:4]([O:3][CH3:2])[C:9]([O:10][CH3:11])=[C:8]([O:12][CH3:13])[CH:7]=7)=[CH:61][CH:60]=6)[CH2:25][CH2:24]5)[CH2:32][CH2:31]4)[CH2:39][CH2:38]3)=[O:59])=[CH:46][CH:45]=2)[CH:52]=[C:51]([O:53][CH3:54])[C:50]=1[O:55][CH3:56] |f:3.4.5|. Procedure details: Concentrated hydrochloric acid (0.050 ml; 0.60 mmol) was added to a solution of 1,4-bis[[1-[4-(3,4,5-trimethoxyphenyl)benzoyl]-4-piperidinyl]methyl]piperazine (100 mg; 0.12 mmol) in ethanol (5 ml) and the reaction mixture was concentrated under reduced pressure. After a process of adding ethanol (10 ml) to the residue and concentrating the mixture under reduced pressure was performed twice, the resultant concentrated residue was recrystallized from methanol-diethyl ether to obtain the title comp... The reactants are C1(=CC=CC=C1)P(OC1=CC=CC=C1)C1=CC=CC=C1 (phenyl diphenylphosphinite), C(C)=O (acetaldehyde), O1CCN(CC1)S(=O)(=O)N (morpholinosulfonylamine). Solvent: ClC1=CC=CC=C1 (chlorobenzene). Yields the product C1(=CC=CC=C1)P(C(C)NS(=O)(=O)N1CCOCC1)(C1=CC=CC=C1)=O (Diphenyl[1-(morpholinosulfonylamino)ethyl]phosphine oxide). As a reaction SMILES: [C:1]1([P:7]([C:15]2[CH:20]=[CH:19][CH:18]=[CH:17][CH:16]=2)[O:8]C2C=CC=CC=2)[CH:6]=[CH:5][CH:4]=[CH:3][CH:2]=1.[CH:21](=O)[CH3:22].[O:24]1[CH2:29][CH2:28][N:27]([S:30]([NH2:33])(=[O:32])=[O:31])[CH2:26][CH2:25]1>ClC1C=CC=CC=1>[C:15]1([P:7](=[O:8])([C:1]2[CH:2]=[CH:3][CH:4]=[CH:5][CH:6]=2)[CH:21]([NH:33][S:30]([N:27]2[CH2:28][CH2:29][O:24][CH2:25][CH2:26]2)(=[O:32])=[O:31])[CH3:22])[CH:16]=[CH:17][CH:18]=[CH:19][CH:20]=1. Procedure details: When a mixture of equimolar quantities of phenyl diphenylphosphinite, acetaldehyde, and morpholinosulfonylamine in chlorobenzene is treated by the procedure used in the preceding experiment, the product is a white solid, mp 215°-217° C., 31P nmr (DMSO-d6) -30.9 ppm. Starting materials: CCOCc1nc2c(N)nc3cc(Br)ccc3c2n1CC(C)(C)OCCS(C)(=O)=O, OCCCO, OB(O)c1cccnc1. As a reaction SMILES: [Br:1][c:2]1[cH:3][cH:4][c:5]2[c:6]3[c:7]([c:8]([NH2:12])[n:9][c:10]2[cH:11]1)[n:13][c:14]([CH2:27][O:28][CH2:29][CH3:30])[n:15]3[CH2:16][C:17]([CH3:18])([CH3:19])[O:20][CH2:21][CH2:22][S:23](=[O:24])(=[O:25])[CH3:26].[CH2:31]([OH:32])[CH2:33][CH2:34][OH:35].[n:36]1[cH:37][c:38]([B:42]([OH:43])[OH:44])[cH:39][cH:40][cH:41]1>>[c:2]1(-[c:38]2[cH:37][n:36][cH:41][cH:40][cH:39]2)[cH:3][cH:4][c:5]2[c:6]3[c:7]([c:8]([NH2:12])[n:9][c:10]2[cH:11]1)[n:13][c:14]([CH2:27][O:28][CH2:29][CH3:30])[n:15]3[CH2:16][C:17]([CH3:18])([CH3:19])[O:20][CH2:21][CH2:22][S:23](=[O:24])(=[O:25])[CH3:26]. The product is CCOCc1nc2c(N)nc3cc(-c4cccnc4)ccc3c2n1CC(C)(C)OCCS(C)(=O)=O.